From a dataset of the Open Reaction Database (ORD), a public repository of structured organic reaction records. describe an organic reaction: reactants, conditions, products, and yield Reactants: COC(=O)c1cc(S(C)(=O)=O)c(Br)cc1C, O=C([O-])[O-], [Cs+], [Cs+], Oc1cccc(S(F)(F)(F)(F)F)c1, CN(C)C=O, O. Product: COC(=O)c1cc(S(C)(=O)=O)c(Oc2cccc(S(F)(F)(F)(F)F)c2)cc1C. RXN SMILES: [Br:14][c:15]1[cH:16][c:17]([CH3:29])[c:18]([C:19](=[O:20])[O:21][CH3:22])[cH:23][c:24]1[S:25](=[O:26])(=[O:27])[CH3:28].[C:30](=[O:31])([O-:32])[O-:33].[Cs+:34].[Cs+:35].[F:1][S:2]([c:3]1[cH:4][c:5]([OH:9])[cH:6][cH:7][cH:8]1)([F:10])([F:11])([F:12])[F:13].[O:37]=[CH:38][N:39]([CH3:40])[CH3:41].[OH2:36]>>[F:1][S:2]([c:3]1[cH:4][c:5]([O:9][c:15]2[cH:16][c:17]([CH3:29])[c:18]([C:19](=[O:20])[O:21][CH3:22])[cH:23][c:24]2[S:25](=[O:26])(=[O:27])[CH3:28])[cH:6][cH:7][cH:8]1)([F:10])([F:11])([F:12])[F:13]. Procedure details: 6-fluoroindole, R5X=cyclopropyl-methylbromide; NH2A=5-(1-methyl-1-H-tetrazol-5-ylsulfanyl)-thiazole-2-ylamine Reactants: FC1=CC=C2C=CNC2=C1 (6-fluoroindole), C1(CC1)CBr (cyclopropyl-methylbromide), CN1N=NN=C1SC1=CN=C(S1)N (5-(1-methyl-1-H-tetrazol-5-ylsulfanyl)-thiazole-2-ylamine). Reaction SMILES: F[C:2]1[CH:10]=[C:9]2[C:5]([CH:6]=[CH:7][NH:8]2)=[CH:4][CH:3]=1.C1(CBr)CC1.CN1C(SC2SC(N)=NC=2)=NN=N1>>[NH:8]1[C:9]2[C:5](=[CH:4][CH:3]=[CH:2][CH:10]=2)[CH:6]=[CH:7]1. The product is N1C=CC2=CC=CC=C12 (Indole). The reactants are C[Si](C)(C)[N-][Si](C)(C)C.[Na+] (sodium bis(trimethylsilyl)amide), O1CCCC1 (tetrahydrofuran), C[Si](C)(C)[N-][Si](C)(C)C.[Na+] (sodium bis(trimethylsilyl)amide), O1CCCC1 (tetrahydrofuran), ClC1=C(C2=C(OCO2)C(=C1)C#CCOC)N (5-chloro-7-(3-methoxyprop-1-yn-1-yl)-1,3-benzodioxol-4-amine), ClC1=NC=NC2=CC(=CC(=C12)OC1CCOCC1)OCCCN1CCOCC1 (4-chloro-7-(3-morpholin-4-ylpropoxy)-5-(tetrahydro-2H-pyran-4-yloxy)quinazoline). The solvent is CN(C)C=O (DMF). Run at temperature -10 celsius, time 90 minute. Product: ClC1=C(C2=C(OCO2)C(=C1)C#CCOC)NC1=NC=NC2=CC(=CC(=C12)OC1CCOCC1)OCCCN1CCOCC1 (N-[5-chloro-7-(3-methoxyprop-1-yn-1-yl)-1,3-benzodioxol-4-yl]-7-(3-morpholin-4-ylpropoxy)-5-(tetrahydro-2H-pyran-4-yloxy)quinazolin-4-amine). Isolated yield 36.2%. Reaction SMILES: C[Si]([N-][Si](C)(C)C)(C)C.[Na+].O1CCCC1.[Cl:16][C:17]1[CH:25]=[C:24]([C:26]#[C:27][CH2:28][O:29][CH3:30])[C:20]2[O:21][CH2:22][O:23][C:19]=2[C:18]=1[NH2:31].Cl[C:33]1[C:42]2[C:37](=[CH:38][C:39]([O:50][CH2:51][CH2:52][CH2:53][N:54]3[CH2:59][CH2:58][O:57][CH2:56][CH2:55]3)=[CH:40][C:41]=2[O:43][CH:44]2[CH2:49][CH2:48][O:47][CH2:46][CH2:45]2)[N:36]=[CH:35][N:34]=1>CN(C=O)C>[Cl:16][C:17]1[CH:25]=[C:24]([C:26]#[C:27][CH2:28][O:29][CH3:30])[C:20]2[O:21][CH2:22][O:23][C:19]=2[C:18]=1[NH:31][C:33]1[C:42]2[C:37](=[CH:38][C:39]([O:50][CH2:51][CH2:52][CH2:53][N:54]3[CH2:55][CH2:56][O:57][CH2:58][CH2:59]3)=[CH:40][C:41]=2[O:43][CH:44]2[CH2:45][CH2:46][O:47][CH2:48][CH2:49]2)[N:36]=[CH:35][N:34]=1 |f:0.1|. Reported procedure: A solution of sodium bis(trimethylsilyl)amide (1.28 ml) in tetrahydrofuran (1.0M, 1.28 mmol) was added to a suspension of 5-chloro-7-(3-methoxyprop-1-yn-1-yl)-1,3-benzodioxol-4-amine (0.153 g) and 4-chloro-7-(3-morpholin-4-ylpropoxy)-5-(tetrahydro-2H-pyran-4-yloxy)quinazoline (0.260 g) in DMF (4 ml) that had been cooled to −10° C. and the mixture was stirred for 90 minutes. A further portion of sodium bis(trimethylsilyl)amide (0.64 ml) in tetrahydrofuran (1.0M, 0.64 mmol) was added and the react... The reactants are BrCCOC1=CC=C(C(=O)OC)C=C1 (methyl 4-(2-bromoethoxy)benzoate), N1C(CCC1)=O (2-Pyrrolidinone), [H-].[Na+] (sodium hydride), [Na] (sodium), N1C(CCC1)=O (2-pyrrolidinone). Reagents/catalysts: [I-].C(CCC)[N+](CCCC)(CCCC)CCCC (tetrabutylammonium iodide). Run in C1CCOC1 (THF), C1CCOC1 (THF). Reaction conditions: time 1 hour. Yields the product O=C1N(CCC1)CCOC1=CC=C(C(=O)O)C=C1 (4-[2-(2-Oxopyrrolidin-1-yl)ethoxy]benzoic Acid). The yield is 46.4%. As a reaction SMILES: [NH:1]1[CH2:5][CH2:4][CH2:3][C:2]1=[O:6].[H-].[Na+].[Na].Br[CH2:11][CH2:12][O:13][C:14]1[CH:23]=[CH:22][C:17]([C:18]([O:20]C)=[O:19])=[CH:16][CH:15]=1>C1COCC1.[I-].C([N+](CCCC)(CCCC)CCCC)CCC>[O:6]=[C:2]1[CH2:3][CH2:4][CH2:5][N:1]1[CH2:11][CH2:12][O:13][C:14]1[CH:23]=[CH:22][C:17]([C:18]([OH:20])=[O:19])=[CH:16][CH:15]=1 |f:1.2,6.7,^1:8|. Procedure details: 2-Pyrrolidinone (0.859 mL, 11.3 mmol, 2.6 eq) was added to a suspension of sodium hydride (452 mg of 60% w/w, 11.3 mmol, 2.6 eq.) in THF (10 mL). After 1 h, the suspension of the sodium salt of 2-pyrrolidinone thus formed was added to a solution of methyl 4-(2-bromoethoxy)benzoate (1.17 g, 4.52 mmol) and a catalytic amount of tetrabutylammonium iodide in dry THF (10 mL). The reaction was heated at reflux for 18 h. The reaction mixture was concentrated under reduced pressure then the residue part...